From a dataset of the Open Reaction Database (ORD), a public repository of structured organic reaction records. describe an organic reaction: reactants, conditions, products, and yield Run at temperature 0 celsius, time 30 minute. The product is O=C1O[C@H](CN1C1=CC=C2C=C(NC(C2=C1)=O)C1=C(C=CC=C1)C(F)(F)F)CNS(=O)(=O)C (N-{(R)-2-oxo-3-[1-oxo-3-(2-trifluoromethylphenyl)-1,2-dihydroisoquinolin-7-yl]oxazolidin-5-ylmethyl}methanesulfonamide). Starting materials: O (water), N1=CC=CC=C1 (pyridine), CS(=O)(=O)Cl (methanesulfonyl chloride), NC[C@H]1CN(C(O1)=O)C1=CC=C2C=C(NC(C2=C1)=O)C1=C(C=CC=C1)C(F)(F)F (7-((S)-5-Aminomethyl-2-oxooxazolidin-3-yl)-3-(2-trifluoromethylphenyl)-2H-isoquinolin-1-one). Isolated yield 37.4%. Reported procedure: The 7-((S)-5-aminomethyl-2-oxooxazolidin-3-yl)-3-(2-trifluoromethylphenyl)-2H-isoquinolin-1-one (30 mg, 0.07 mmol) obtained in step B was dissolved in methylene chloride (0.3 ml). Thereafter, pyridine (30 μl, 0.37 mmol) and methanesulfonyl chloride (5.8 μl, 0.07 mmol) were added to the solution, and the obtained mixture was stirred at 0° C. for 30 minutes. Thereafter, water was added to the reaction solution, and the mixture was then extracted with methylene chloride. The extract was washed with... Run in C(Cl)Cl (methylene chloride). RXN SMILES: [NH2:1][CH2:2][C@@H:3]1[O:7][C:6](=[O:8])[N:5]([C:9]2[CH:18]=[C:17]3[C:12]([CH:13]=[C:14]([C:20]4[CH:25]=[CH:24][CH:23]=[CH:22][C:21]=4[C:26]([F:29])([F:28])[F:27])[NH:15][C:16]3=[O:19])=[CH:11][CH:10]=2)[CH2:4]1.N1C=CC=CC=1.[CH3:36][S:37](Cl)(=[O:39])=[O:38].O>C(Cl)Cl>[O:8]=[C:6]1[N:5]([C:9]2[CH:18]=[C:17]3[C:12]([CH:13]=[C:14]([C:20]4[CH:25]=[CH:24][CH:23]=[CH:22][C:21]=4[C:26]([F:28])([F:27])[F:29])[NH:15][C:16]3=[O:19])=[CH:11][CH:10]=2)[CH2:4][C@H:3]([CH2:2][NH:1][S:37]([CH3:36])(=[O:39])=[O:38])[O:7]1. Starting materials: ClC1=C(C=C(C(=O)Cl)C=C1)NC(C1=CC=C(C=C1)CCC)=O (4-chloro-3-(4-propylbenzamido)benzoyl chloride), Cl.Cl.CN(C=1C=C(N)C=CC1)C (3-dimethylamino aniline dihydrochloride). Yields the product ClC1=C(C=C(C(=O)NC2=CC(=CC=C2)N(C)C)C=C1)NC(C1=CC=C(C=C1)CCC)=O (4-chloro-N-(3-dimethylaminophenyl)-3-(4-propylbenzamido)benzamide). RXN SMILES: [Cl:1][C:2]1[CH:10]=[CH:9][C:5]([C:6](Cl)=[O:7])=[CH:4][C:3]=1[NH:11][C:12](=[O:22])[C:13]1[CH:18]=[CH:17][C:16]([CH2:19][CH2:20][CH3:21])=[CH:15][CH:14]=1.Cl.Cl.[CH3:25][N:26]([CH3:34])[C:27]1[CH:28]=[C:29]([CH:31]=[CH:32][CH:33]=1)[NH2:30]>>[Cl:1][C:2]1[CH:10]=[CH:9][C:5]([C:6]([NH:30][C:29]2[CH:31]=[CH:32][CH:33]=[C:27]([N:26]([CH3:34])[CH3:25])[CH:28]=2)=[O:7])=[CH:4][C:3]=1[NH:11][C:12](=[O:22])[C:13]1[CH:18]=[CH:17][C:16]([CH2:19][CH2:20][CH3:21])=[CH:15][CH:14]=1 |f:1.2.3|. Procedure: Using an analogous procedure to that described in Example 1, 4-chloro-3-(4-propylbenzamido)benzoyl chloride was reacted with 3-dimethylamino aniline dihydrochloride to give the title compound; NMR Spectrum: DMSOd6) 0.9 (t, 3H), 1.18 (t, 2H), 1.69 (m, 2H), 2.99 (s, 6H), 7.0 (d, 1H), 7.2-7.5 (m, 4H) 7.64-7.8 (m, 3H), 7.84 (d, 1H), 8.0 (m, 2H), 8.19 (s, 1H); Mass Spectrum: M+H+ 436 and 438. Reaction SMILES: [C:1]([CH:4]1[CH2:13][CH2:12][C:11]2[C:6](=[CH:7][C:8]([O:14][CH3:15])=[CH:9][CH:10]=2)[C:5]1=O)(=O)[CH3:2].Cl.[CH2:18]([O:25][C:26]1[CH:31]=[CH:30][C:29]([NH:32][NH2:33])=[CH:28][CH:27]=1)[C:19]1[CH:24]=[CH:23][CH:22]=[CH:21][CH:20]=1>C(O)C.O>[CH2:18]([O:25][C:26]1[CH:27]=[CH:28][C:29]([N:32]2[C:5]3[C:6]4[CH:7]=[C:8]([O:14][CH3:15])[CH:9]=[CH:10][C:11]=4[CH2:12][CH2:13][C:4]=3[C:1]([CH3:2])=[N:33]2)=[CH:30][CH:31]=1)[C:19]1[CH:20]=[CH:21][CH:22]=[CH:23][CH:24]=1 |f:1.2|. The reactants are C(C)(=O)C1C(C2=CC(=CC=C2CC1)OC)=O (2-Acetyl-7-methoxy-3,4-dihydro-2H-naphthalen-1-one), Cl.C(C1=CC=CC=C1)OC1=CC=C(C=C1)NN (4-benzyloxyphenylhydrazine hydrochloride). Reported procedure: 2-Acetyl-7-methoxy-3,4-dihydro-2H-naphthalen-1-one (72.5 mg, 0.33 mmol) and 4-benzyloxyphenylhydrazine hydrochloride (90 mg, 0.36 mmol) were heated in ethanol at 70° C. for 2.5 days. The reaction was diluted with water and extracted with ethyl acetate. The organic extracts were washed with 1 N HCl, saturated sodium bicarbonate solution, and brine, dried over MgSO4, and concentrated. SiO2 chromatography with 5-20% ethyl acetate/hexanes gave 42 mg of the desired product. LC-MS (C26H24N2O2 calculat... Yield: 32.1%. Product: ethyl acetate hexanes, C(C1=CC=CC=C1)OC1=CC=C(C=C1)N1N=C(C=2CCC3=C(C12)C=C(C=C3)OC)C (1-(4-Benzyloxyphenyl)-8-methoxy-3-methyl-4,5-dihydro-1H-benzo[g]indazole). Run in C(C)O (ethanol), O (water). The reactants are C(=O)(OCC1=CC=CC=C1)NC(C(=O)O)(C)C (N-Cbz-2-aminoisobutyric acid), CN(C)C1=NC=CC=C1 (dimethylaminopyridine), CC1(C(C(CC1)(C)C)O)C (2,2,5,5-tetramethylcyclopentanol). Solvent: ClCCCl (Cl(CH2)2Cl), C(Cl)Cl (CH2Cl2). Run at time 4 day. The product is CC1(C(C(CC1)(C)C)OC(C(C)(C)NC(=O)OCC1=CC=CC=C1)=O)C (N-Cbz-2-aminoisobutyric acid 2,2,5,5-tetramethylcyclopentyl ester). As a reaction SMILES: [C:1]([NH:11][C:12]([CH3:17])([CH3:16])[C:13]([OH:15])=[O:14])([O:3][CH2:4][C:5]1[CH:10]=[CH:9][CH:8]=[CH:7][CH:6]=1)=[O:2].CN(C1C=CC=CN=1)C.[CH3:27][C:28]1([CH3:36])[CH2:32][CH2:31][C:30]([CH3:34])([CH3:33])[CH:29]1O>ClCCCl.C(Cl)Cl>[CH3:27][C:28]1([CH3:36])[CH2:32][CH2:31][C:30]([CH3:34])([CH3:33])[CH:29]1[O:14][C:13](=[O:15])[C:12]([NH:11][C:1]([O:3][CH2:4][C:5]1[CH:10]=[CH:9][CH:8]=[CH:7][CH:6]=1)=[O:2])([CH3:17])[CH3:16]. Procedure: To a stirred solution of 2 g (0.008 mol) of N-Cbz-2-aminoisobutyric acid in dry Cl(CH2)2Cl containing 1.9 g dicyclohexylcarbodiimide and 0.1 g dimethylaminopyridine (DMAP), all at 0° C., is added, via an addition funnel, 1.3 g of 2,2,5,5-tetramethylcyclopentanol dissolved in CH2Cl2. After stirring for 4 days, the mixture is filtered, and the filtrate is washed with 5% HCl (1×50 ml), saturated NaHCO3 (1×50 ml), and water (1×50 ml). The organic layer is separated, dried over MgSO4 and evaporated t... The reactants are [H-].[Na+] (sodium hydride), ClC=1C=C(C=CC1F)C1NC=2C=CC(=NC2C(C1)(C)C)C(=O)O (6-(3-chloro-4-fluoro-phenyl)-8,8-dimethyl-5,6,7,8-tetrahydro-[1,5]naphthyridine-2-carboxylic acid), C(=O)(N1C=NC=C1)N1C=NC=C1 (1,1′-carbonyldiimidazole), CS(=O)(=O)N (methanesulfonamide). The solvent is O (water), CN(C=O)C (N,N-dimethylformamide), CN(C=O)C (N,N-dimethylformamide). Conditions: temperature 25 celsius, time 1 hour. Yields the product ClC=1C=C(C=CC1F)C1NC=2C=CC(=NC2C(C1)(C)C)C(=O)NS(=O)(=O)C (N-[6-(3-chloro-4-fluoro-phenyl)-8,8-dimethyl-5,6,7,8-tetrahydro-[1,5]naphthyridine-2-carbonyl]-methanesulfonamide). Yield: 39.9%. As a reaction SMILES: [H-].[Na+].[CH3:3][S:4]([NH2:7])(=[O:6])=[O:5].[Cl:8][C:9]1[CH:10]=[C:11]([CH:16]2[CH2:25][C:24]([CH3:27])([CH3:26])[C:23]3[N:22]=[C:21]([C:28](O)=[O:29])[CH:20]=[CH:19][C:18]=3[NH:17]2)[CH:12]=[CH:13][C:14]=1[F:15].C(N1C=CN=C1)(N1C=CN=C1)=O>CN(C)C=O.O>[Cl:8][C:9]1[CH:10]=[C:11]([CH:16]2[CH2:25][C:24]([CH3:26])([CH3:27])[C:23]3[N:22]=[C:21]([C:28]([NH:7][S:4]([CH3:3])(=[O:6])=[O:5])=[O:29])[CH:20]=[CH:19][C:18]=3[NH:17]2)[CH:12]=[CH:13][C:14]=1[F:15] |f:0.1|. Procedure: To a suspension of 60% sodium hydride (267.5 mg, 6.9 mmol) in N,N-dimethylformamide (2.5 mL) was added methanesulfonamide (0.66 g, 6.9 mmol) at room temperature. The resulting mixture was stirred at 25° C. for 1 h to afford Solution A81. A solution of 6-(3-chloro-4-fluoro-phenyl)-8,8-dimethyl-5,6,7,8-tetrahydro-[1,5]naphthyridine-2-carboxylic acid (233.8 mg, 0.7 mmol) and 1,1′-carbonyldiimidazole (221.0 mg, 1.4 mmol) in N,N-dimethylformamide (2.0 mL) was stirred at 70° C. for 1 h and cooled to r... Reactants: BrC1=NC=CC(=C1)CNC1=C(C(=O)NC=2C=CC3=CN(N=C3C2)C)C=CC=C1 (2-[(2-bromo-pyridin-4-ylmethyl)-amino]-N-(2-methyl-2H-indazol-6-yl)-benzamide), CC1(C2=C(C(=CC=C2)P(C3=CC=CC=C3)C4=CC=CC=C4)OC5=C(C=CC=C51)P(C6=CC=CC=C6)C7=CC=CC=C7)C (Xantphos), C([O-])([O-])=O.[Cs+].[Cs+] (cesium carbonate), OC1CN(CC1)C(=O)N (3-hydroxy-pyrrolidine-1-carboxylic acid amide). The reagents and catalysts are C=1C=CC(=CC1)/C=C/C(=O)/C=C/C2=CC=CC=C2.C=1C=CC(=CC1)/C=C/C(=O)/C=C/C2=CC=CC=C2.C=1C=CC(=CC1)/C=C/C(=O)/C=C/C2=CC=CC=C2.[Pd].[Pd] (Pd2dba3). Solvent: O1CCOCC1 (dioxane), CN(C)C=O (DMF). Reaction conditions: temperature 110 celsius. Product: CN1N=C2C=C(C=CC2=C1)NC(=O)C1=C(C=CC=C1)NCC1=CC(=NC=C1)NC(=O)N1CC(CC1)O (3-hydroxy-pyrrolidine-1-carboxylic acid (4-{[2-(2-methyl-2H-indazol-6-ylcarbamoyl)-phenylamino]-methyl}-pyridin-2-yl)-amide). The yield is 60.4%. RXN SMILES: Br[C:2]1[CH:7]=[C:6]([CH2:8][NH:9][C:10]2[CH:28]=[CH:27][CH:26]=[CH:25][C:11]=2[C:12]([NH:14][C:15]2[CH:16]=[CH:17][C:18]3[C:22]([CH:23]=2)=[N:21][N:20]([CH3:24])[CH:19]=3)=[O:13])[CH:5]=[CH:4][N:3]=1.CC1(C)C2C(=C(P(C3C=CC=CC=3)C3C=CC=CC=3)C=CC=2)OC2C(P(C3C=CC=CC=3)C3C=CC=CC=3)=CC=CC1=2.C(=O)([O-])[O-].[Cs+].[Cs+].[OH:77][CH:78]1[CH2:82][CH2:81][N:80]([C:83]([NH2:85])=[O:84])[CH2:79]1>O1CCOCC1.C1C=CC(/C=C/C(/C=C/C2C=CC=CC=2)=O)=CC=1.C1C=CC(/C=C/C(/C=C/C2C=CC=CC=2)=O)=CC=1.C1C=CC(/C=C/C(/C=C/C2C=CC=CC=2)=O)=CC=1.[Pd].[Pd].CN(C=O)C>[CH3:24][N:20]1[CH:19]=[C:18]2[C:22]([CH:23]=[C:15]([NH:14][C:12]([C:11]3[CH:25]=[CH:26][CH:27]=[CH:28][C:10]=3[NH:9][CH2:8][C:6]3[CH:5]=[CH:4][N:3]=[C:2]([NH:85][C:83]([N:80]4[CH2:81][CH2:82][CH:78]([OH:77])[CH2:79]4)=[O:84])[CH:7]=3)=[O:13])[CH:16]=[CH:17]2)=[N:21]1 |f:2.3.4,7.8.9.10.11|. Reported procedure: 2-[(2-bromo-pyridin-4-ylmethyl)-amino]-N-(2-methyl-2H-indazol-6-yl)-benzamide (400 mg, 0.92 mmol) was suspended in dioxane (15 mL) and treated consecutively with DMF (5 mL), Pd2dba3 (19 mg, 0.02 mmol), Xantphos (32 mg, 0.06 mmol), cesium carbonate (358 mg, 1.1 mmol) and 3-hydroxy-pyrrolidine-1-carboxylic acid amide (358 mg, 2.75 mmol). The reaction mixture was placed under a nitrogen atmosphere and heated for 3 hours at 110° C. (bath temperature). On cooling the reaction was partitioned between ...